From a dataset of the Open Reaction Database (ORD), a public repository of structured organic reaction records. describe an organic reaction: reactants, conditions, products, and yield The reactants are NC(CCC)CCCCCCCCC(CCC)N (4,13-Diaminohexadecane), C(CC)C1N=NC(CC=CCCC=CC1)CCC (3,12-dipropyl-1,2-diaza-1,5,9-cyclododecatriene), C(C(C)C)C1N=NC(CC=CCCC=CC1)CC(C)C (3,12-diisobutyl-1,2-diaza-1,5,9-cyclododecatriene). Yields the product NC(CC(C)C)CCCCCCCCC(CC(C)C)N (4,13-Diamino-2,15-dimethylhexadecane). Reaction SMILES: NC(CCCCCCCCC(N)CCC)CCC.C(C1CC=CCCC=CCC(CCC)N=N1)CC.[CH2:37]([CH:41]1[CH2:52][CH:51]=[CH:50][CH2:49][CH2:48][CH:47]=[CH:46][CH2:45][CH:44]([CH2:53][CH:54]([CH3:56])[CH3:55])[N:43]=[N:42]1)[CH:38]([CH3:40])[CH3:39]>>[NH2:42][CH:41]([CH2:52][CH2:51][CH2:50][CH2:49][CH2:48][CH2:47][CH2:46][CH2:45][CH:44]([NH2:43])[CH2:53][CH:54]([CH3:56])[CH3:55])[CH2:37][CH:38]([CH3:39])[CH3:40]. Reported procedure: If there are used in the manner described under (a), instead of 942 g (3.79 mols) of 3,12-dipropyl-1,2-diaza-1,5,9-cyclododecatriene, 400 g (1.45 mols) of 3,12-diisobutyl-1,2-diaza-1,5,9-cyclododecatriene (diastereoisomeric mixture) and correspondingly reduced amounts of catalyst and solvent, with otherwise the same procedure, there is obtained, as the main fraction, 261 g (63% of theory) of 4,13-diamino-2,15-dimethylhexadexane as colourless oil [b.p. 168°-172° C./0.4 Torr; nD20 =1.4561; IR (liq... Reactants: CCOC(C)=O, Nc1c(-c2ccncc2)cccc1[N+](=O)[O-]. Yields the product Nc1cccc(-c2ccncc2)c1N. Reaction SMILES: [CH3:17][CH2:18][O:19][C:20]([CH3:21])=[O:22].[N+:1]([O-:2])(=[O:3])[c:4]1[c:5]([NH2:6])[c:7](-[c:11]2[cH:12][cH:13][n:14][cH:15][cH:16]2)[cH:8][cH:9][cH:10]1>>[NH2:1][c:4]1[c:5]([NH2:6])[c:7](-[c:11]2[cH:12][cH:13][n:14][cH:15][cH:16]2)[cH:8][cH:9][cH:10]1. Reactants: OC1CN(CC1N)C(=O)OC(C)(C)C (3-hydroxy4-amino-1-pyrrolidinecarboxylic acid, 1,1-dimethylethyl ester), C(C1=CC=NC=C1)(=O)OC(=O)N[C@@H](CC(C)C)C(=O)O (iso-nicotinoyloxycarbonyl leucine). The product is CC(C)(C)OC(=O)N1CC(C(C1)C([C@@H](NC(=O)OCC1=CC=NC=C1)CC(C)C)=O)O (3-hydroxy-4-[N-[(4-pyridylmethoxy)carbonyl]-L-leucyl]-1-pyrrolidinecarboxylic acid 1,1dimethylethyl ester). As a reaction SMILES: [OH:1][CH:2]1[CH:6](N)[CH2:5][N:4]([C:8]([O:10][C:11]([CH3:14])([CH3:13])[CH3:12])=[O:9])[CH2:3]1.[C:15]([O:23][C:24]([NH:26][C@H:27]([C:32](O)=[O:33])[CH2:28][CH:29]([CH3:31])[CH3:30])=[O:25])(=O)[C:16]1[CH:21]=[CH:20][N:19]=[CH:18][CH:17]=1>>[CH3:12][C:11]([O:10][C:8]([N:4]1[CH2:5][CH:6]([C:32](=[O:33])[C@H:27]([CH2:28][CH:29]([CH3:30])[CH3:31])[NH:26][C:24]([O:23][CH2:15][C:16]2[CH:17]=[CH:18][N:19]=[CH:20][CH:21]=2)=[O:25])[CH:2]([OH:1])[CH2:3]1)=[O:9])([CH3:14])[CH3:13]. Reported procedure: 3-hydroxy4-amino-1-pyrrolidinecarboxylic acid, 1,1-dimethylethyl ester was coupled with iso-nicotinoyloxycarbonyl leucine in a similar manner as that described above to give 8.5 grams of the title compound: MS (ES+) 451 (MH+, 100%).